Dataset: the Open Reaction Database (ORD), a public repository of structured organic reaction records. Task: describe an organic reaction: reactants, conditions, products, and yield Starting materials: COc1ccc(S(=O)(=O)n2cc([N+](=O)[O-])c3cc(OC)ccc32)cc1, CO, [H][H]. The product is COc1ccc(S(=O)(=O)n2cc(N)c3cc(OC)ccc32)cc1. As a reaction SMILES: [CH3:1][O:2][c:3]1[cH:4][c:5]2[c:6]([N+:23]([O-:24])=[O:25])[cH:7][n:8]([S:12](=[O:13])(=[O:14])[c:15]3[cH:16][cH:17][c:18]([O:21][CH3:22])[cH:19][cH:20]3)[c:9]2[cH:10][cH:11]1.[CH3:28][OH:29].[H:26][H:27]>>[CH3:1][O:2][c:3]1[cH:4][c:5]2[c:6]([NH2:23])[cH:7][n:8]([S:12](=[O:13])(=[O:14])[c:15]3[cH:16][cH:17][c:18]([O:21][CH3:22])[cH:19][cH:20]3)[c:9]2[cH:10][cH:11]1.